This data is from the Open Reaction Database (ORD), a public repository of structured organic reaction records. The task is: describe an organic reaction: reactants, conditions, products, and yield The reactants are SCCSCCS (2-mercaptoethyl sulfide), N(C1=CC=CC=C1)C1=CC=C(C=C1)NC(C=C)=O (N-(4-anilinophenyl)acrylamide), [OH-].[K+] (potassium hydroxide). Solvent: C(C)O (ethanol), C(C)O (ethanol). Reaction conditions: time 5 minute. Product: N(C1=CC=CC=C1)C1=CC=C(C=C1)NC(CCSCCSCCSCCC(=O)NC1=CC=C(C=C1)NC1=CC=CC=C1)=O (N,N'-bis(4-anilinophenyl)-4,7,10-trithiatridecanediamide). As a reaction SMILES: [NH:1]([C:8]1[CH:13]=[CH:12][C:11]([NH:14][C:15](=[O:18])[CH:16]=[CH2:17])=[CH:10][CH:9]=1)[C:2]1[CH:7]=[CH:6][CH:5]=[CH:4][CH:3]=1.[SH:19][CH2:20][CH2:21][S:22][CH2:23][CH2:24][SH:25].[OH-:26].[K+]>C(O)C>[NH:1]([C:8]1[CH:9]=[CH:10][C:11]([NH:14][C:15](=[O:18])[CH2:16][CH2:17][S:19][CH2:20][CH2:21][S:22][CH2:23][CH2:24][S:25][CH2:17][CH2:16][C:15]([NH:14][C:11]2[CH:12]=[CH:13][C:8]([NH:1][C:2]3[CH:7]=[CH:6][CH:5]=[CH:4][CH:3]=3)=[CH:9][CH:10]=2)=[O:26])=[CH:12][CH:13]=1)[C:2]1[CH:3]=[CH:4][CH:5]=[CH:6][CH:7]=1 |f:2.3|. Reported procedure: To a suspension of 200 grams of N-(4-anilinophenyl)acrylamide in 2450 milliliters of ethanol was added 64.8 grams of 2-mercaptoethyl sulfide. A solution of 5 grams of potassium hydroxide in 50 milliliters of ethanol was then added at 20°C. Within 5 minutes the temperature began to rise, reaching a maximum of 31°C. after about 15 minutes. As the temperature began to rise, product began to precipitate. The reaction mixture was stirred for 1 hour and the solid product was then filtered off and allo... Conditions: temperature 45 celsius. Isolated yield 61.3%. Run in CN(C)C=O (DMF). Procedure: A mixture of N-(1-benzyl-1H-indazol-4-yl)-7-bromoimidazo[1,2-a]pyridine-3-carboxamide (50 mg; 0.112 mmol), tributylvinyltin (43 mg; 0.13 mmol) and cesium fluoride (34 mg; 0.22 mmol) were mixed with DMF (1 mL) under nitrogen. Palladium (II) chloride (0.8 mg; 0.005 mmol), tri-tert-butylphosphine (18 mg; 0.009 mmol) and copper (I) iodide (1.7 mg; 0.009 mmol) were added and the mixture was purged with nitrogen and then heated in a sealed vessel at 45° C. for 16 hours. The mixture was added to water ... The reactants are C(C1=CC=CC=C1)N1N=CC2=C(C=CC=C12)NC(=O)C1=CN=C2N1C=CC(=C2)Br (N-(1-benzyl-1H-indazol-4-yl)-7-bromoimidazo[1,2-a]pyridine-3-carboxamide), C(CCC)C(=C(CCCC)CCCC)[Sn] (tributylvinyltin), [F-].[Cs+] (cesium fluoride), C(C)(C)(C)P(C(C)(C)C)C(C)(C)C (tri-tert-butylphosphine). The product is C(C1=CC=CC=C1)N1N=CC2=C(C=CC=C12)NC(=O)C1=CN=C2N1C=CC(=C2)C=C (N-(1-benzyl-1H-indazol-4-yl)-7-vinylimidazo[1,2-a]pyridine-3-carboxamide). RXN SMILES: [CH2:1]([N:8]1[C:16]2[C:11](=[C:12]([NH:17][C:18]([C:20]3[N:24]4[CH:25]=[CH:26][C:27](Br)=[CH:28][C:23]4=[N:22][CH:21]=3)=[O:19])[CH:13]=[CH:14][CH:15]=2)[CH:10]=[N:9]1)[C:2]1[CH:7]=[CH:6][CH:5]=[CH:4][CH:3]=1.[CH2:30](C([Sn])=C(CCCC)CCCC)[CH2:31]CC.[F-].[Cs+].C(P(C(C)(C)C)C(C)(C)C)(C)(C)C>[Pd](Cl)Cl.[Cu]I.CN(C=O)C>[CH2:1]([N:8]1[C:16]2[C:11](=[C:12]([NH:17][C:18]([C:20]3[N:24]4[CH:25]=[CH:26][C:27]([CH:30]=[CH2:31])=[CH:28][C:23]4=[N:22][CH:21]=3)=[O:19])[CH:13]=[CH:14][CH:15]=2)[CH:10]=[N:9]1)[C:2]1[CH:7]=[CH:6][CH:5]=[CH:4][CH:3]=1 |f:2.3,^1:31|. The reagents and catalysts are [Pd](Cl)Cl (Palladium (II) chloride), [Cu]I (copper (I) iodide). Starting materials: BrC=1C(=NC(=CN1)N[C@H]1[C@H](CC2=CC=CC=C12)O)C(=O)OC (methyl 3-bromo-6-{[(1R,2S)-2-hydroxy-2,3-dihydro-1H-inden-1-yl]amino}pyrazine-2-carboxylate), C[C@@]1([C@H](CC2=CC=CC=C12)O)NC1=NC(=CN=C1)OC (methyl (1R,2S)-1-[(6-methoxypyrazin-2-yl)amino]-2,3-dihydro-1H-inden-2-ol). The product is BrC=1N=CC(=NC1OC)N[C@H]1[C@H](CC2=CC=CC=C12)O ((1R,2S)-1-[(5-bromo-6-methoxypyrazin-2-yl)amino]-2,3-dihydro-1H-inden-2-ol). As a reaction SMILES: [Br:1][C:2]1[C:3](C(OC)=O)=[N:4][C:5]([NH:8][C@@H:9]2[C:17]3[C:12](=[CH:13][CH:14]=[CH:15][CH:16]=3)[CH2:11][C@@H:10]2[OH:18])=[CH:6][N:7]=1.C[C@@]1(NC2C=NC=C(OC)N=2)C2C(=CC=CC=2)C[C@@H:25]1[OH:33]>>[Br:1][C:2]1[N:7]=[CH:6][C:5]([NH:8][C@@H:9]2[C:17]3[C:12](=[CH:13][CH:14]=[CH:15][CH:16]=3)[CH2:11][C@@H:10]2[OH:18])=[N:4][C:3]=1[O:33][CH3:25]. Procedure details: Following the procedure for the preparation of methyl 3-bromo-6-{[(1R,2S)-2-hydroxy-2,3-dihydro-1H-inden-1-yl]amino}pyrazine-2-carboxylate but substituting methyl (1R,2S)-1-[(6-methoxypyrazin-2-yl)amino]-2,3-dihydro-1H-inden-2-ol and making non-critical variations provided the title compound as a solid: 1H NMR (CDCl3) δ 2.07, 3.03-3.07, 3.25-3.30, 3.98, 4.76, 5.38, 7.26-7.32, 7.45; MS (ESI+) for C14H14BrN3O2 m/z 336 (M+H)+. Starting materials: alkoxy arylamines, C1(=CC=CC=C1)N(C1=CC=C(C=C1)C1=CC=C(C=C1)N(C1=CC(=CC=C1)OC)C1=CC=CC=C1)C1=CC(=CC=C1)OC (N,N'-diphenyl-N,N'-bis(3-methoxyphenyl)-[1,1'-biphenyl]-4,4'diamine), [I-].[Na+] (sodium iodide), S1(=O)(=O)CCCC1 (sulfolane), IC=1C=C(C=CC1)OC (m-iodoanisole), hydroxy arylamine, alkoxy arylamine, COC=1C=C(C=CC1)N(C1=CC=C(C=C1)C1=CC=C(C=C1)N(C1=CC=CC=C1)C1=CC(=CC=C1)OC)C1=CC=CC=C1 (N,N'-di(3-methoxyphenyl)-N,N'-diphenyl-[1,1-biphenyl]-4,4'diamine). Solvent: CC(=O)C (acetone), O (water), O (water), CCCCCCC (heptane). Conditions: temperature 120 celsius, time 2 hour. Yields the product COC=1C=C(C=CC1)N(C1=CC=C(C=C1)C1=CC=C(C=C1)N(C1=CC=CC=C1)C1=CC(=CC=C1)OC)C1=CC=CC=C1 (N,N'-di(3-methoxyphenyl)-N,N'-diphenyl-[1,1-biphenyl]-4,4'diamine), C1(=CC=CC=C1)N(C1=CC=C(C=C1)C1=CC=C(C=C1)N(C1=CC(=CC=C1)O)C1=CC=CC=C1)C1=CC(=CC=C1)O (N,N'diphenyl-N,N'-bis(3-hydroxyphenyl)-[1,1'-biphenyl]-4,4'-diamine). Isolated yield 90.0%. As a reaction SMILES: IC1C=C(OC)C=CC=1.[CH3:10][O:11][C:12]1[CH:13]=[C:14]([N:18]([C:46]2[CH:51]=[CH:50][CH:49]=[CH:48][CH:47]=2)[C:19]2[CH:24]=[CH:23][C:22]([C:25]3[CH:30]=[CH:29][C:28]([N:31]([C:38]4[CH:43]=[CH:42][CH:41]=[C:40]([O:44][CH3:45])[CH:39]=4)[C:32]4[CH:37]=[CH:36][CH:35]=[CH:34][CH:33]=4)=[CH:27][CH:26]=3)=[CH:21][CH:20]=2)[CH:15]=[CH:16][CH:17]=1.[I-].[Na+].S1(CCCC1)(=O)=O>CC(C)=O.CCCCCCC.O>[CH3:45][O:44][C:40]1[CH:39]=[C:38]([N:31]([C:32]2[CH:37]=[CH:36][CH:35]=[CH:34][CH:33]=2)[C:28]2[CH:27]=[CH:26][C:25]([C:22]3[CH:23]=[CH:24][C:19]([N:18]([C:14]4[CH:15]=[CH:16][CH:17]=[C:12]([O:11][CH3:10])[CH:13]=4)[C:46]4[CH:51]=[CH:50][CH:49]=[CH:48][CH:47]=4)=[CH:20][CH:21]=3)=[CH:30][CH:29]=2)[CH:43]=[CH:42][CH:41]=1.[C:46]1([N:18]([C:14]2[CH:15]=[CH:16][CH:17]=[C:12]([OH:11])[CH:13]=2)[C:19]2[CH:20]=[CH:21][C:22]([C:25]3[CH:26]=[CH:27][C:28]([N:31]([C:32]4[CH:37]=[CH:36][CH:35]=[CH:34][CH:33]=4)[C:38]4[CH:43]=[CH:42][CH:41]=[C:40]([OH:44])[CH:39]=4)=[CH:29][CH:30]=3)=[CH:23][CH:24]=2)[CH:51]=[CH:50][CH:49]=[CH:48][CH:47]=1 |f:2.3|. Procedure details: Compounds represented by the above hydroxy arylamine formula may be prepared by hydrolyzing an alkoxy arylamine. A typical process for preparing alkoxy arylamines is disclosed in Example 1 of U.S. Pat. No. 4,588,666 to Stolka et al, the entire disclosure of this patent being incorporated herein by reference. In accordance with the procedure of Example 1 in U.S. Pat. No. 4,588,666, N,N'-di(3-methoxyphenyl)-N,N'-diphenyl-[1,1-biphenyl]-4,4'diamine was synthesized from m-iodoanisole to achieve a yi... The reactants are ClC1=NC2=CC=C(C=C2C(=C1)NCC1=CC2=C(C=C1)OCO2)Cl (2,6-dichloro-4-(3,4-methylenedioxybenzyl)aminoquinoline), N1CCC(C(=O)OCC)CC1 (ethyl isonipecotate), CN1C(CCC1)=O (N-methyl-2-pyrrolidone). Solvent: O (water). Reaction conditions: time 3 hour. Product: C(C)OC(=O)C1CCN(CC1)C1=NC2=CC=C(C=C2C(=C1)NCC1=CC2=C(C=C1)OCO2)Cl (2-(4-Ethoxycarbonylpiperidino)-4-(3,4-methylenedioxybenzyl)amino-6-chloroquinoline). Reaction SMILES: Cl[C:2]1[CH:11]=[C:10]([NH:12][CH2:13][C:14]2[CH:19]=[CH:18][C:17]3[O:20][CH2:21][O:22][C:16]=3[CH:15]=2)[C:9]2[C:4](=[CH:5][CH:6]=[C:7]([Cl:23])[CH:8]=2)[N:3]=1.[NH:24]1[CH2:34][CH2:33][CH:27]([C:28]([O:30][CH2:31][CH3:32])=[O:29])[CH2:26][CH2:25]1.CN1CCCC1=O>O>[CH2:31]([O:30][C:28]([CH:27]1[CH2:33][CH2:34][N:24]([C:2]2[CH:11]=[C:10]([NH:12][CH2:13][C:14]3[CH:19]=[CH:18][C:17]4[O:20][CH2:21][O:22][C:16]=4[CH:15]=3)[C:9]3[C:4](=[CH:5][CH:6]=[C:7]([Cl:23])[CH:8]=3)[N:3]=2)[CH2:25][CH2:26]1)=[O:29])[CH3:32]. Procedure details: A reaction of a mixture comprising 130 mg of 2,6-dichloro-4-(3,4-methylenedioxybenzyl)aminoquinoline, 500 μl of ethyl isonipecotate and 1 ml of N-methyl-2-pyrrolidone was conducted on an oil bath at 150° C. for 3 hours. The reaction mixture was cooled, followed by the addition of water. The resulting mixture was extracted with ethyl acetate and the ethyl acetate layer was washed with water and a saturated aqueous solution of sodium chloride, dried over anhydrous magnesium sulfate and concentrate... Starting materials: CCOC(=O)c1c(Cc2ccc(OC)nc2)c(Br)n(COCc2ccccc2)c1C=O, CC1(C)OB(c2ccc(OC(F)F)c(OC3CC3)c2)OC1(C)C. Yields the product CCOC(=O)c1c(Cc2ccc(OC)nc2)c(-c2ccc(OC(F)F)c(OC3CC3)c2)n(COCc2ccccc2)c1C=O. Reaction SMILES: [CH2:1]([c:2]1[cH:3][cH:4][cH:5][cH:6][cH:7]1)[O:8][CH2:9][n:10]1[c:11]([CH:30]=[O:31])[c:12]([C:25](=[O:26])[O:27][CH2:28][CH3:29])[c:13]([CH2:16][c:17]2[cH:18][n:19][c:20]([O:23][CH3:24])[cH:21][cH:22]2)[c:14]1[Br:15].[CH:32]1([O:35][c:36]2[cH:37][c:38]([B:46]3[O:47][C:48]([CH3:49])([CH3:50])[C:51]([CH3:52])([CH3:53])[O:54]3)[cH:39][cH:40][c:41]2[O:42][CH:43]([F:44])[F:45])[CH2:33][CH2:34]1>>[CH2:1]([c:2]1[cH:3][cH:4][cH:5][cH:6][cH:7]1)[O:8][CH2:9][n:10]1[c:11]([CH:30]=[O:31])[c:12]([C:25](=[O:26])[O:27][CH2:28][CH3:29])[c:13]([CH2:16][c:17]2[cH:18][n:19][c:20]([O:23][CH3:24])[cH:21][cH:22]2)[c:14]1-[c:38]1[cH:37][c:36]([O:35][CH:32]2[CH2:33][CH2:34]2)[c:41]([O:42][CH:43]([F:44])[F:45])[cH:40][cH:39]1. Reactants: [Na] (sodium), C(#N)C=1C(NC(N(C1C)C1=C(C=CC=C1C)C)=O)=O (5-cyano-1-(2,6-dimethylphenyl)-6-methyluracil), C(N)(=O)C=1C(NC(N(C1)C1=C(C=CC=C1C)C)=O)=O (5-carbamoyl-1-(2,6-dimethylphenyl)uracil), CC1=C(C(=CC=C1)C)N1C(=O)NC(=O)C=C1 (1-(2,6-dimethylphenyl)uracil), ClC(SCl)(Cl)Cl (trichloromethanesulphenyl chloride). Yields the product C(#N)C=1C(N(C(N(C1C)C1=C(C=CC=C1C)C)=O)SC(Cl)(Cl)Cl)=O (5-cyano-1-(2,6-dimethylphenyl)-6-methyl-3-trichloromethanesulphenyluracil), C(N)(=O)C=1C(N(C(N(C1)C1=C(C=CC=C1C)C)=O)SC(Cl)(Cl)Cl)=O (5-carbamoyl-1-(2,6-dimethylphenyl)-3-trichloromethanesulphenyluracil), CC1=C(C(=CC=C1)C)N1C(=O)N(C(=O)C=C1)SC(Cl)(Cl)Cl (1-(2,6-dimethylphenyl)-3-trichloromethanesulphenyluracil). Reaction SMILES: [Na].[C:2]([C:4]1[C:5](=[O:20])[NH:6][C:7](=[O:19])[N:8]([C:11]2[C:16]([CH3:17])=[CH:15][CH:14]=[CH:13][C:12]=2[CH3:18])[C:9]=1[CH3:10])#[N:3].[C:21]([C:24]1[C:25](=[O:39])[NH:26][C:27](=[O:38])[N:28]([C:30]2[C:35]([CH3:36])=[CH:34][CH:33]=[CH:32][C:31]=2[CH3:37])[CH:29]=1)(=[O:23])[NH2:22].[CH3:40][C:41]1[CH:46]=[CH:45][CH:44]=[C:43]([CH3:47])[C:42]=1[N:48]1[CH:55]=[CH:54][C:52](=[O:53])[NH:51][C:49]1=[O:50].[Cl:56][C:57]([Cl:61])([Cl:60])[S:58]Cl>>[C:2]([C:4]1[C:5](=[O:20])[N:6]([S:58][C:57]([Cl:61])([Cl:60])[Cl:56])[C:7](=[O:19])[N:8]([C:11]2[C:12]([CH3:18])=[CH:13][CH:14]=[CH:15][C:16]=2[CH3:17])[C:9]=1[CH3:10])#[N:3].[C:21]([C:24]1[C:25](=[O:39])[N:26]([S:58][C:57]([Cl:61])([Cl:60])[Cl:56])[C:27](=[O:38])[N:28]([C:30]2[C:35]([CH3:36])=[CH:34][CH:33]=[CH:32][C:31]=2[CH3:37])[CH:29]=1)(=[O:23])[NH2:22].[CH3:40][C:41]1[CH:46]=[CH:45][CH:44]=[C:43]([CH3:47])[C:42]=1[N:48]1[CH:55]=[CH:54][C:52](=[O:53])[N:51]([S:58][C:57]([Cl:61])([Cl:60])[Cl:56])[C:49]1=[O:50] |^1:0|. Reported procedure: Following the procedure of Example 1, the sodium salt of each of 5-cyano-1-(2,6-dimethylphenyl)-6-methyluracil, 5-carbamoyl-1-(2,6-dimethylphenyl)uracil and 1-(2,6-dimethylphenyl)uracil is reacted with trichloromethanesulphenyl chloride to yield 5-cyano-1-(2,6-dimethylphenyl)-6-methyl-3-trichloromethanesulphenyluracil, 5-carbamoyl-1-(2,6-dimethylphenyl)-3-trichloromethanesulphenyluracil and 1-(2,6-dimethylphenyl)-3-trichloromethanesulphenyluracil. Reactants: CC(=O)O, Cc1c(Cl)cccc1NC(=O)CN. Yields the product Cc1c(Cl)cccc1N1CNCC1=O. Reaction SMILES: [CH3:14][C:15](=[O:16])[OH:17].[NH2:1][CH2:2][C:3](=[O:4])[NH:5][c:6]1[c:7]([CH3:13])[c:8]([Cl:12])[cH:9][cH:10][cH:11]1>>[NH:1]1[CH2:2][C:3](=[O:4])[N:5]([c:6]2[c:7]([CH3:13])[c:8]([Cl:12])[cH:9][cH:10][cH:11]2)[CH2:14]1.